The task is: describe an organic reaction: reactants, conditions, products, and yield. This data is from the Open Reaction Database (ORD), a public repository of structured organic reaction records. Starting materials: Amino acid, N[C@@H](CC1=CC=C(C=C1)O)C(=O)O (Tyr), NCC(=O)O (Gly), peptide, NCCC(=O)O (β-Ala), N[C@@H](CCCNC(N)=N)C(=O)O (Arg), N[C@@H]([C@H](O)C)C(=O)O (Thr), N[C@@H](CC1=CC=CC=C1)C(=O)O (Phe). The product is NCCC(=O)N[C@@H](CCCNC(N)=N)C(=O)NCC(=O)N[C@@H](CC1=CC=CC=C1)C(=O)N[C@@H](CC1=CC=CC=C1)C(=O)N[C@@H](CC1=CC=C(C=C1)O)C(=O)N[C@@H]([C@H](O)C)C(=O)N1[C@H](C(=O)O)CCC1 (β-Ala-Arg-Gly-Phe-Phe-Tyr-Thr-Pro-OH). RXN SMILES: [NH2:1][C@H:2]([C:10]([OH:12])=O)[CH2:3][CH2:4][CH2:5][NH:6][C:7](=[NH:9])[NH2:8].[NH2:13][C@H:14]([C:18]([OH:20])=O)[C@@H:15]([CH3:17])[OH:16].[NH2:21][CH2:22][C:23]([OH:25])=[O:24].[NH2:26][C@H:27]([C:36]([OH:38])=O)[CH2:28][C:29]1[CH:34]=[CH:33][C:32]([OH:35])=[CH:31][CH:30]=1.[NH2:39][C@H:40]([C:48]([OH:50])=O)[CH2:41][C:42]1[CH:47]=[CH:46][CH:45]=[CH:44][CH:43]=1.[NH2:51][CH2:52][CH2:53][C:54]([OH:56])=O>>[NH2:51][CH2:52][CH2:53][C:54]([NH:1][C@H:2]([C:10]([NH:1][CH2:2][C:10]([NH:39][C@H:40]([C:48]([NH:39][C@H:40]([C:48]([NH:26][C@H:27]([C:36]([NH:13][C@H:14]([C:18]([N:21]1[CH2:5][CH2:4][CH2:3][C@H:22]1[C:23]([OH:25])=[O:24])=[O:20])[C@@H:15]([CH3:17])[OH:16])=[O:38])[CH2:28][C:29]1[CH:30]=[CH:31][C:32]([OH:35])=[CH:33][CH:34]=1)=[O:50])[CH2:41][C:42]1[CH:43]=[CH:44][CH:45]=[CH:46][CH:47]=1)=[O:50])[CH2:41][C:42]1[CH:43]=[CH:44][CH:45]=[CH:46][CH:47]=1)=[O:12])=[O:12])[CH2:3][CH2:4][CH2:5][NH:6][C:7](=[NH:9])[NH2:8])=[O:56]. Procedure: Amino acid analysis: Arg, 1.05; Thr, 1.00; Pro, 1.02; Gly, 0.95; Tyr, 0.95; Phe, 2.02; β-Ala, 0.93 (peptide content 85.5 %). Starting materials: COC(=O)C1=CC(=C(C(=C1)OC)CC=1C(=NC(=NC1)N)N)OC (α-(2,4-diamino-5-pyrimidinyl)-2,6-dimethoxy-p-toluic acid methyl ester), O (water), O1CCOCC1 (dioxane), [H-].C(C(C)C)[Al+]CC(C)C (diisobutylaluminum hydride), O1CCOCC1 (dioxane), CO (methanol), O1CCOCC1 (dioxane). Reaction conditions: temperature 30 celsius, time 1 hour. Product: NC1=NC=C(C(=N1)N)CC1=CC(=C(CO)C(=C1)OC)OC (4-[ (2,4-diamino-5-pyrimidinyl)-methyl] -2,6-dimethoxybenzyl alcohol). Reaction SMILES: [H-].C([Al+]CC(C)C)C(C)C.CO[C:13]([C:15]1[CH:20]=[C:19](OC)[C:18]([CH2:23][C:24]2[C:25]([NH2:31])=[N:26][C:27]([NH2:30])=[N:28][CH:29]=2)=[C:17](OC)[CH:16]=1)=[O:14].[CH3:34][OH:35].O.[O:37]1CCOC[CH2:38]1>>[NH2:30][C:27]1[N:26]=[C:25]([NH2:31])[C:24]([CH2:23][C:18]2[CH:17]=[C:16]([O:37][CH3:38])[C:15]([CH2:13][OH:14])=[C:20]([O:35][CH3:34])[CH:19]=2)=[CH:29][N:28]=1 |f:0.1|. Reported procedure: 135 Ml. of about 15% diisobutylaluminum hydride solution in dioxane were added dropwise within 30 minutes at 50°C. under nitrogen and exclusion of moisture to a solution of 4.45 g. of α-(2,4-diamino-5-pyrimidinyl)-2,6-dimethoxy-p-toluic acid methyl ester in 400 ml. of absolute dioxane. The resulting suspension was stirred at 50° for 1 hour. After cooling to 30°C., the reaction mixture was treated with a mixture of 25 ml. of methanol, 5 ml. of water and 50 ml. of dioxane and stirred at 50° for an... Reactants: BrC=1C=NC(=C(C(=O)OC)C1)OC1=CC=C(C=C1)F (Methyl 5-bromo-2-(4-fluorophenoxy)nicotinate), [C-]#N.[Na+] (sodium cyanide), tetrakis(triphenylphohphine) palladium(0). The reagents and catalysts are [Cu](I)I (copper iodide). Solvent: C(CC)#N (propionitrile). Yields the product C(#N)C=1C=NC(=C(C(=O)OC)C1)OC1=CC=C(C=C1)F (Methyl 5-cyano-2-(4-fluorophenoxy)nicotinate). Yield: 71.3%. As a reaction SMILES: Br[C:2]1[CH:3]=[N:4][C:5]([O:12][C:13]2[CH:18]=[CH:17][C:16]([F:19])=[CH:15][CH:14]=2)=[C:6]([CH:11]=1)[C:7]([O:9][CH3:10])=[O:8].[C-:20]#[N:21].[Na+]>C(#N)CC.[Cu](I)I>[C:20]([C:2]1[CH:3]=[N:4][C:5]([O:12][C:13]2[CH:18]=[CH:17][C:16]([F:19])=[CH:15][CH:14]=2)=[C:6]([CH:11]=1)[C:7]([O:9][CH3:10])=[O:8])#[N:21] |f:1.2|. Reported procedure: A mixture of methyl 5-bromo-2-(4-fluorophenoxy)nicotinate (step 1, 163 mg, 0.50 mmol), sodium cyanide (49 mg, 1.0 mmol), tetrakis(triphenylphohphine) palladium(0) (29 mg, 0.025 mmol), and copper iodide (9.5 mg, 0.05 mmol) in propionitrile (4.0 mL) was heated under reflux for 4.5 h with stirring. The reaction mixture was filtered through a pad of Celite®. The filtrate was partitioned between water (10 mL) and dichloromethane (30 mL). The organic phase was separated, dried (sodium sulfate), and co...